Dataset: the Open Reaction Database (ORD), a public repository of structured organic reaction records. Task: describe an organic reaction: reactants, conditions, products, and yield Reactants: C(CC(=O)C)(=O)OCC (ethyl acetoacetate), N1=C(C=CC=C1)NN (2-pyridyl hydrazine), C1(CC1)C1=C(C=NN1C(C)C)C=O (5-cyclopropyl-1-isopropyl-1H-pyrazole-4-carbaldehyde). The product is CC1=C(C=NN1C1=NC=CC=C1)C=O (5-Methyl-1-pyridin-2-yl-1H-pyrazole-4-carbaldehyde). Reaction SMILES: C(OCC)(=O)CC(C)=O.[N:10]1[CH:15]=[CH:14][CH:13]=[CH:12][C:11]=1[NH:16][NH2:17].[CH:18]1([C:21]2N(C(C)C)N=[CH:23][C:22]=2[CH:29]=[O:30])CC1>>[CH3:18][C:21]1[N:16]([C:11]2[CH:12]=[CH:13][CH:14]=[CH:15][N:10]=2)[N:17]=[CH:23][C:22]=1[CH:29]=[O:30]. Reported procedure: 5-Methyl-1-pyridin-2-yl-1H-pyrazole-4-carbaldehyde was prepared from ethyl acetoacetate and 2-pyridyl hydrazine in the same manner as 5-cyclopropyl-1-isopropyl-1H-pyrazole-4-carbaldehyde (Example 49). Starting materials: CCCCC1CCNCC1, CCCCCCC, CCOC(C)=O, Cc1cccc2c1N(CCCCl)C(=O)CO2, [I-], [K+], [K+], [Na+], O=C([O-])[O-]. The product is CCCCC1CCN(CCCN2C(=O)COc3cccc(C)c32)CC1. As a reaction SMILES: [CH2:25]([CH2:26][CH2:27][CH3:28])[CH:29]1[CH2:30][CH2:31][NH:32][CH2:33][CH2:34]1.[CH3:35][CH2:36][CH2:37][CH2:38][CH2:39][CH2:40][CH3:41].[CH3:42][CH2:43][O:44][C:45]([CH3:46])=[O:47].[Cl:1][CH2:2][CH2:3][CH2:4][N:5]1[C:6](=[O:16])[CH2:7][O:8][c:9]2[c:10]1[c:11]([CH3:15])[cH:12][cH:13][cH:14]2.[I-:23].[K+:17].[K+:18].[Na+:24].[O-:19][C:20]([O-:21])=[O:22]>>[CH2:2]([CH2:3][CH2:4][N:5]1[C:6](=[O:16])[CH2:7][O:8][c:9]2[c:10]1[c:11]([CH3:15])[cH:12][cH:13][cH:14]2)[N:32]1[CH2:31][CH2:30][CH:29]([CH2:25][CH2:26][CH2:27][CH3:28])[CH2:34][CH2:33]1. The reactants are ClC1=C(COC=2C=CC=C3C=CC(=NC23)C)C(=CC=C1N(C(CNC(C=CC1=CC=C(C=C1)C(NC)=O)=O)=O)C)Cl (8-[2,6-dichloro-3-[N-methyl-N-[4-(methylcarbamoyl)cinnamoylglycyl]amino]benzyloxy]-2-methylquinoline), S(O)(O)(=O)=O.C(C)O (sulfuric acid ethanol). Solvent: C(C)O (ethanol). Run at temperature 90 celsius, time 1 hour. Yields the product S(O)(O)(=O)=O (sulfuric acid), ClC1=C(COC=2C=CC=C3C=CC(=NC23)C)C(=CC=C1N(C(CNC(C=CC1=CC=C(C=C1)C(NC)=O)=O)=O)C)Cl (8-[2,6-dichloro-3-[N-methyl-N-[4-(methylcarbamoyl)cinnamoylglycyl]amino]benzyloxy]-2-methylquinoline). Reaction SMILES: [Cl:1][C:2]1[C:20]([N:21]([CH3:40])[C:22](=[O:39])[CH2:23][NH:24][C:25](=[O:38])[CH:26]=[CH:27][C:28]2[CH:33]=[CH:32][C:31]([C:34](=[O:37])[NH:35][CH3:36])=[CH:30][CH:29]=2)=[CH:19][CH:18]=[C:17]([Cl:41])[C:3]=1[CH2:4][O:5][C:6]1[CH:7]=[CH:8][CH:9]=[C:10]2[C:15]=1[N:14]=[C:13]([CH3:16])[CH:12]=[CH:11]2.[S:42](=[O:46])(=[O:45])([OH:44])[OH:43].C(O)C>C(O)C>[S:42](=[O:44])(=[O:43])([OH:46])[OH:45].[Cl:1][C:2]1[C:20]([N:21]([CH3:40])[C:22](=[O:39])[CH2:23][NH:24][C:25](=[O:38])[CH:26]=[CH:27][C:28]2[CH:29]=[CH:30][C:31]([C:34](=[O:37])[NH:35][CH3:36])=[CH:32][CH:33]=2)=[CH:19][CH:18]=[C:17]([Cl:41])[C:3]=1[CH2:4][O:5][C:6]1[CH:7]=[CH:8][CH:9]=[C:10]2[C:15]=1[N:14]=[C:13]([CH3:16])[CH:12]=[CH:11]2 |f:1.2|. Reported procedure: To a suspension of 8-[2,6-dichloro-3-[N-methyl-N-[4-(methylcarbamoyl)cinnamoylglycyl]amino]benzyloxy]-2-methylquinoline (149.7 mg) in ethanol (1.5 ml) was added 1M sulfuric acid-ethanol solution (253.1 μl) at ambient temperature, and the mixture was warmed at 90° C. and then stirred for 1 hour at ambient temperature. The solvent was removed in vacuo to give sulfuric acid salt of 8-[2,6-dichloro-3-[N-methyl-N-[4-(methylcarbamoyl)cinnamoylglycyl]amino]benzyloxy]-2-methylquinoline (144.5 mg). The reactants are C#Cc1ccc(CN(CC(C)(C)C)c2ccnc(C#N)n2)cc1, CCO. Product: CCc1ccc(CN(CC(C)(C)C)c2ccnc(C#N)n2)cc1. As a reaction SMILES: [CH3:1][C:2]([CH2:3][N:4]([c:5]1[n:6][c:7]([C:11]#[N:12])[n:8][cH:9][cH:10]1)[CH2:13][c:14]1[cH:15][cH:16][c:17]([C:20]#[CH:21])[cH:18][cH:19]1)([CH3:22])[CH3:23].[CH3:24][CH2:25][OH:26]>>[CH3:1][C:2]([CH2:3][N:4]([c:5]1[n:6][c:7]([C:11]#[N:12])[n:8][cH:9][cH:10]1)[CH2:13][c:14]1[cH:15][cH:16][c:17]([CH2:20][CH3:21])[cH:18][cH:19]1)([CH3:22])[CH3:23]. The reactants are COC1=CC=C(C=C1)N1C([C@H]([C@H]1C=CC([C@H]1OCCC1)=O)NC(CC1=CC=CC=C1)=O)=O ((3S,4R)-1-(4-methoxyphenyl)-4-[3-oxo-3-[(S)-tetrahydro-furan-2-yl]propenyl]-3-phenylacetamidoazetidin-2-one). Reagents/catalysts: [Pd] (palladium on carbon). Solvent: O1CCCC1 (tetrahydrofuran). Yields the product COC1=CC=C(C=C1)N1C([C@H]([C@H]1CCC([C@H]1OCCC1)=O)NC(CC1=CC=CC=C1)=O)=O ((3S,4R)-1-(4-Methoxyphenyl)-4-[3-oxo-3-[(S)-tetrahydrofuran-2-yl]propyl]-3-phenylacetamidoazetidin-2-one). Yield: 94.4%. Reaction SMILES: [CH3:1][O:2][C:3]1[CH:8]=[CH:7][C:6]([N:9]2[C@H:12]([CH:13]=[CH:14][C:15](=[O:21])[C@@H:16]3[CH2:20][CH2:19][CH2:18][O:17]3)[C@H:11]([NH:22][C:23](=[O:31])[CH2:24][C:25]3[CH:30]=[CH:29][CH:28]=[CH:27][CH:26]=3)[C:10]2=[O:32])=[CH:5][CH:4]=1>O1CCCC1.[Pd]>[CH3:1][O:2][C:3]1[CH:8]=[CH:7][C:6]([N:9]2[C@H:12]([CH2:13][CH2:14][C:15](=[O:21])[C@@H:16]3[CH2:20][CH2:19][CH2:18][O:17]3)[C@H:11]([NH:22][C:23](=[O:31])[CH2:24][C:25]3[CH:30]=[CH:29][CH:28]=[CH:27][CH:26]=3)[C:10]2=[O:32])=[CH:5][CH:4]=1. Reported procedure: A solution of (3S,4R)-1-(4-methoxyphenyl)-4-[3-oxo-3-[(S)-tetrahydro-furan-2-yl]propenyl]-3-phenylacetamidoazetidin-2-one (12.1 g, 27.9 mmol) in tetrahydrofuran (250 ml) was hydrogenated over 10% palladium on carbon (1.0 g) for 3h. After filtration through celite, the partially insoluble product was dissolved in dichloromethane and methanol (1: 1) and re-filtered through celite to remove the catalyst. Concentration of the filtrate in vacuo provided the title compound as an amorphous white solid ... Reaction SMILES: [C:46](=[O:47])([OH:48])[O-:49].[CH3:33][C:34]([C:35](=[O:36])[Cl:37])([CH2:38][c:39]1[cH:40][cH:41][cH:42][cH:43][cH:44]1)[CH3:45].[NH2:1][c:2]1[c:3]([O:31][CH3:32])[cH:4][c:5](-[c:8]2[n:9][n:10]([CH:18]3[CH2:19][CH2:20][CH:21]([N:24]4[CH2:25][CH2:26][N:27]([CH3:30])[CH2:28][CH2:29]4)[CH2:22][CH2:23]3)[c:11]3[n:12][cH:13][n:14][c:15]([NH2:17])[c:16]23)[cH:6][cH:7]1.[Na+:50].[cH:51]1[cH:52][cH:53][n:54][cH:55][cH:56]1>>[NH:1]([c:2]1[c:3]([O:31][CH3:32])[cH:4][c:5](-[c:8]2[n:9][n:10]([CH:18]3[CH2:19][CH2:20][CH:21]([N:24]4[CH2:25][CH2:26][N:27]([CH3:30])[CH2:28][CH2:29]4)[CH2:22][CH2:23]3)[c:11]3[n:12][cH:13][n:14][c:15]([NH2:17])[c:16]23)[cH:6][cH:7]1)[C:35]([C:34]([CH3:33])([CH2:38][c:39]1[cH:40][cH:41][cH:42][cH:43][cH:44]1)[CH3:45])=[O:36]. Yields the product COc1cc(-c2nn(C3CCC(N4CCN(C)CC4)CC3)c3ncnc(N)c23)ccc1NC(=O)C(C)(C)Cc1ccccc1. Reactants: O=C([O-])O, CC(C)(Cc1ccccc1)C(=O)Cl, COc1cc(-c2nn(C3CCC(N4CCN(C)CC4)CC3)c3ncnc(N)c23)ccc1N, [Na+], c1ccncc1. RXN SMILES: [F:1][C:2]1[N:7]=[C:6]([NH2:8])[CH:5]=[CH:4][CH:3]=1.[CH3:9][C:10]([CH3:15])([CH3:14])[C:11](Cl)=[O:12]>N1C=CC=CC=1>[F:1][C:2]1[N:7]=[C:6]([NH:8][C:11](=[O:12])[C:10]([CH3:15])([CH3:14])[CH3:9])[CH:5]=[CH:4][CH:3]=1. The reactants are FC1=CC=CC(=N1)N (6-fluoropyridin-2-amine), CC(C(=O)Cl)(C)C (trimethylacetyl chloride). Conditions: temperature 0 celsius, time 5 minute. Yields the product FC1=CC=CC(=N1)NC(C(C)(C)C)=O (N-(6-Fluoropyridin-2-yl)pivalamide). Isolated yield 93.2%. Procedure: 6-fluoropyridin-2-amine (13.1 g, 117 mmol) was dissolved in anhydrous pyridine (100 mL), and cooled to 0° C. followed by fast dropwise addition of trimethylacetyl chloride (15.9 mL, 129 mmol) over 2 min. 5 min later, the resulting slurry was stirred over night at room temperature. Partial of the solvent was removed on rotary vacuum. The residue was partitioned between saturated ammonium chloride (200 mL) and EtOAc (200 mL). After separation, the organic layer was washed with brine (50 mL), dried... The solvent is N1=CC=CC=C1 (pyridine). The reactants are Cl (hydrochloric acid), C1(=CC=CC=C1)O (phenol), BrCCCCCCCCCCC(=O)O (11-bromoundecanoic acid), C[O-].[Na+] (sodium methoxide). Solvent: O (water), CN(P(=O)(N(C)C)N(C)C)C (hexamethylphosphoramide). Conditions: temperature 100 celsius. Yields the product O(C1=CC=CC=C1)CCCCCCCCCCC(=O)O (11-Phenoxyundecanoic acid). As a reaction SMILES: [C:1]1([OH:7])[CH:6]=[CH:5][CH:4]=[CH:3][CH:2]=1.Br[CH2:9][CH2:10][CH2:11][CH2:12][CH2:13][CH2:14][CH2:15][CH2:16][CH2:17][CH2:18][C:19]([OH:21])=[O:20].C[O-].[Na+].Cl>O.CN(C)P(N(C)C)(N(C)C)=O>[O:7]([CH2:9][CH2:10][CH2:11][CH2:12][CH2:13][CH2:14][CH2:15][CH2:16][CH2:17][CH2:18][C:19]([OH:21])=[O:20])[C:1]1[CH:6]=[CH:5][CH:4]=[CH:3][CH:2]=1 |f:2.3|. Procedure: To a mixture of 9.4 g of phenol, 26.5 g of 11-bromoundecanoic acid and 250 ml of hexamethylphosphoramide chilled in an ice bath is added 10.5 g of sodium methoxide. A viscous mass developes and the mixture is stirred and heated at 100° C. for 20 hours. The mixture is diluted with cold water, acidified with concentrated hydrochloric acid, filtered and the solid washed with water to give gray crystals. Recrystallization from acetone gives pale gray crystals, mp 76°-78° C. A second crop of crystals...